From a dataset of the Open Reaction Database (ORD), a public repository of structured organic reaction records. describe an organic reaction: reactants, conditions, products, and yield Starting materials: C(C)C1=C(C=CC=C1)C1=NC(=NN1)C1=CC(=CC=C1)OC (5-(2-ethylphenyl)-3-(3-methoxyphenyl)-1H-1,2,4-triazole), CC1=CC=C(C=C1)N=C=O (4-methylphenyl isocyanate). The solvent is C(C)#N (acetonitrile). Conditions: time 18 hour. The product is C(C)C1=C(C=CC=C1)C1=NC(=NN1C(NC1=CC=C(C=C1)C)=O)C1=CC(=CC=C1)OC (5-(2-ethylphenyl)-3-(3-methoxyphenyl)-1-(4-methylphenylcarbamoyl)-1H-1,2,4-triazole). Isolated yield 80.0%. Reaction SMILES: [CH2:1]([C:3]1[CH:8]=[CH:7][CH:6]=[CH:5][C:4]=1[C:9]1[NH:13][N:12]=[C:11]([C:14]2[CH:19]=[CH:18][CH:17]=[C:16]([O:20][CH3:21])[CH:15]=2)[N:10]=1)[CH3:2].[CH3:22][C:23]1[CH:28]=[CH:27][C:26]([N:29]=[C:30]=[O:31])=[CH:25][CH:24]=1>C(#N)C>[CH2:1]([C:3]1[CH:8]=[CH:7][CH:6]=[CH:5][C:4]=1[C:9]1[N:13]([C:30](=[O:31])[NH:29][C:26]2[CH:27]=[CH:28][C:23]([CH3:22])=[CH:24][CH:25]=2)[N:12]=[C:11]([C:14]2[CH:19]=[CH:18][CH:17]=[C:16]([O:20][CH3:21])[CH:15]=2)[N:10]=1)[CH3:2]. Procedure: To a solution of 5 g (0.018 mole) of 5-(2-ethylphenyl)-3-(3-methoxyphenyl)-1H-1,2,4-triazole in 50 ml of anhydrous acetonitrile, 2,25 ml (0.018 mole) of 4-methylphenyl isocyanate were added. The resulting mixture was kept in the darkness for 18 hours, then the solid which formed was recovered by filtration and the mother liquors were brought to dryness under vacuum at room temperature. The obtained residue was taken up with 20 ml of diethyl ether, the mixture was filtered and the solid on the fi... Reaction SMILES: [CH2:43]1[O:44][CH2:45][CH2:46][CH2:47]1.[CH3:1][C:2]([CH3:3])([O-:4])[CH3:5].[CH3:7][S:8]([c:11]1[n:12]([CH:24]([CH2:25][CH2:26][NH:27][C:9](=[O:10])[O:28][CH2:29][c:30]2[cH:31][cH:32][cH:33][cH:34][cH:35]2)[CH3:38])[c:13]2[c:14]([cH:15][n:16][c:17]3[cH:18][cH:19][cH:20][cH:21][c:22]23)[n:23]1)(=[O:36])=[O:37].[Cl:39][CH2:40][Cl:41].[K+:6].[OH2:42]>>[c:11]12[n:12]([c:13]3[c:14]([cH:15][n:16][c:17]4[cH:18][cH:19][cH:20][cH:21][c:22]34)[n:23]1)[CH:24]([CH3:38])[CH2:25][CH2:26][NH:27]2. Reactants: C1CCOC1, CC(C)(C)[O-], CC(CCNC(=O)OCc1ccccc1)n1c(S(C)(=O)=O)nc2cnc3ccccc3c21, ClCCl, [K+], O. The product is CC1CCNc2nc3cnc4ccccc4c3n21.